Dataset: the Open Reaction Database (ORD), a public repository of structured organic reaction records. Task: describe an organic reaction: reactants, conditions, products, and yield Starting materials: ClCCC1CN(C(N2C(=NC3=C2C=CC=C3)N1C)=O)C (2-(2-chloroethyl)-3,4-dihydro-1,4-dimethyl-1H-[1,3,5]triazepino[3,2-a]benzimidazol-5(2H)-one), CN1CCNCC1 (N-methylpiperazine), C(C)(C)O.C(\C=C\C(=O)O)(=O)O (fumaric acid isopropyl alcohol). Reaction conditions: temperature 60 celsius. Product: C(\C=C\C(=O)O)(=O)O.CN1C(CN(C(N2C1=NC1=C2C=CC=C1)=O)C)CCN1CCN(CC1)C (3,4-Dihydro-1,4-dimethyl-2-[2-(4-methyl-1-piperazinyl)ethyl]-1H-[1,3,5]triazepino[3,2-a]benzimidazol-5(2H)-one (E)-2-butenedioate). As a reaction SMILES: Cl[CH2:2][CH2:3][CH:4]1[N:17]([CH3:18])[C:9]2=[N:10][C:11]3[CH:16]=[CH:15][CH:14]=[CH:13][C:12]=3[N:8]2[C:7](=[O:19])[N:6]([CH3:20])[CH2:5]1.C(O)(C)C.[C:25]([OH:32])(=[O:31])/[CH:26]=[CH:27]/[C:28]([OH:30])=[O:29].[CH3:33][N:34]1[CH2:39][CH2:38][NH:37][CH2:36][CH2:35]1>>[C:25]([OH:32])(=[O:31])/[CH:26]=[CH:27]/[C:28]([OH:30])=[O:29].[CH3:18][N:17]1[C:9]2=[N:10][C:11]3[CH:16]=[CH:15][CH:14]=[CH:13][C:12]=3[N:8]2[C:7](=[O:19])[N:6]([CH3:20])[CH2:5][CH:4]1[CH2:3][CH2:2][N:37]1[CH2:38][CH2:39][N:34]([CH3:33])[CH2:35][CH2:36]1 |f:1.2,4.5|. Reported procedure: To 20 mL of N-methylpiperazine was added 3.0 g (0.01 mol) of 2-(2-chloroethyl)-3,4-dihydro-1,4-dimethyl-1H-[1,3,5]triazepino[3,2-a]benzimidazol-5(2H)-one. The reaction mixture was heated to 60° C. for 24 hr. The excess amine was removed at 70° C., 0.5 mm Hg. The residual oil was taken up in 60 mL of CH2Cl2 and washed with 2×50 mL of 1N NaOH. The organic layer was dried over Na2SO4, filtered, concentrated by rotary evaporation, and further concentrated at 90° C., 0.5 mm Hg. The residual oil/glass... Starting materials: BrC1=C(N)C=CC=C1 (2-bromoaniline), N(=O)[O-].[Na+] (sodium nitrite), CC1(NC(CC(C1)O)(C)C)C (2,2,6,6-tetramethyl-4-hydroxypiperidine), [OH-].[Na+] (sodium hydroxide). The solvent is C1CCOC1 (THF), Cl (HCl), O (water), O (water), Cl (HCl), C1CCOC1 (THF), C1CCOC1 (THF). Conditions: time 3 hour. Product: BrC1=C(C=CC=C1)N=NN1C(CC(CC1(C)C)O)(C)C (1-(2-bromophenyl-diazenyl)-2,2,6,6-tetramethyl-piperidin-4-ol). Reaction SMILES: [Br:1][C:2]1[CH:8]=[CH:7][CH:6]=[CH:5][C:3]=1[NH2:4].[N:9]([O-])=O.[Na+].[CH3:13][C:14]1([CH3:23])[CH2:19][CH:18]([OH:20])[CH2:17][C:16]([CH3:22])([CH3:21])[NH:15]1.[OH-].[Na+]>C1COCC1.Cl.O>[Br:1][C:2]1[CH:8]=[CH:7][CH:6]=[CH:5][C:3]=1[N:4]=[N:9][N:15]1[C:16]([CH3:22])([CH3:21])[CH2:17][CH:18]([OH:20])[CH2:19][C:14]1([CH3:23])[CH3:13] |f:1.2,4.5|. Reported procedure: 50 g crushed ice are added to a solution of 2-bromoaniline in 4 ml THF and 4 ml aqueous HCl (32% w/w). The yellow suspension is diazotized at −5° C. by treatment with a solution of 1.1 g sodium nitrite in 10 ml water. After 3 h, a solution of 2.76 g 2,2,6,6-tetramethyl-4-hydroxypiperidine in 1.5 ml aqueous HCl (32% w/w) and 1 ml THF are added dropwise to the thick yellow suspension at −3° C. Addition of water (ca. 20 ml) is necessary to keep the mixture well stirrable. The reaction mixture is th... The reactants are ClC1=NC=NC2=CC=C(C=C12)N1C=NC=C1 (4-chloro-6-(1-imidazolyl)quinazoline), FC=1C=C(N)C=CC1F (3,4-difluoroaniline). Yields the product FC=1C=C(NC2=NC=NC3=CC=C(C=C23)N2C=NC=C2)C=CC1F (4-(3,4-difluoroanilino)-6-(1-imidazolyl)quinazoline). Isolated yield 35.0%. As a reaction SMILES: Cl[C:2]1[C:11]2[C:6](=[CH:7][CH:8]=[C:9]([N:12]3[CH:16]=[CH:15][N:14]=[CH:13]3)[CH:10]=2)[N:5]=[CH:4][N:3]=1.[F:17][C:18]1[CH:19]=[C:20]([CH:22]=[CH:23][C:24]=1[F:25])[NH2:21]>>[F:17][C:18]1[CH:19]=[C:20]([CH:22]=[CH:23][C:24]=1[F:25])[NH:21][C:2]1[C:11]2[C:6](=[CH:7][CH:8]=[C:9]([N:12]3[CH:16]=[CH:15][N:14]=[CH:13]3)[CH:10]=2)[N:5]=[CH:4][N:3]=1. Reported procedure: Using an analogous procedure to that described in Example 4, 4-chloro-6-(1-imidazolyl)quinazoline was reacted with 3,4-difluoroaniline to give 4-(3,4-difluoroanilino)-6-(1-imidazolyl)quinazoline in 35% yield, NMR Spectrum: (CD3SOCD3) 7.2 (s, 1H), 7.4-7.7 (m, 3H), 7.95 (d, 1H), 8.1 (m, 1H), 8.2 (m, 1H), 8.4 (s, 1H), 8.65 (s, 1H), 8.7 (d, 1H), 9.7 (broad s, 1H). Starting materials: C(C(C)C)C=1C=C(C(=CC1)OC)OC (4-isobutylveratrole), C(C)(=O)O (acetic acid), Br (hydrobromic acid). Run in O (water). The product is C(C(C)C)C=1C=C(C(O)=CC1)O (4-iso-butylcatechol). Yield: 82.0%. Reaction SMILES: [CH2:1]([C:5]1[CH:6]=[C:7]([O:13]C)[C:8]([O:11]C)=[CH:9][CH:10]=1)[CH:2]([CH3:4])[CH3:3].C(O)(=O)C.Br>O>[CH2:1]([C:5]1[CH:6]=[C:7]([OH:13])[C:8](=[CH:9][CH:10]=1)[OH:11])[CH:2]([CH3:4])[CH3:3]. Reported procedure: A mixture of 50.83 g (262 mM) of 4-isobutylveratrole, 167.82 g (2.795 mM) of acetic acid and 502.18 g (2.917 mM) of 47% hydrobromic acid was heated under reflux for 19 hours with stirring. The reaction mixture was cooled to the room temperature and added with 400 ml of water. The separated oil was extracted with ether. The ether solution was successively washed with 400 ml of water, 660 g of aqueous sodium thiosulfate solution, and further twice with each 400 ml of water. The resulting solution ... Reactants: BrCCCCBr (1,4-Dibromobutane), ClC1=NC=CC=C1CC#N (2-(2-Chloropyridin-3-yl)acetonitrile), C[Si](C)(C)[N-][Si](C)(C)C.[Na+] (sodium bis(trimethylsilyl)amide). Solvent: O1CCCC1 (tetrahydrofuran). Reaction conditions: time 20 minute. The product is ClC1=NC=CC=C1C1(CCCC1)C#N (1-(2-chloropyridin-3-yl)cyclopentanecarbonitrile). Yield: 66.4%. As a reaction SMILES: [Cl:1][C:2]1[C:7]([CH2:8][C:9]#[N:10])=[CH:6][CH:5]=[CH:4][N:3]=1.Br[CH2:12][CH2:13][CH2:14][CH2:15]Br.C[Si]([N-][Si](C)(C)C)(C)C.[Na+]>O1CCCC1>[Cl:1][C:2]1[C:7]([C:8]2([C:9]#[N:10])[CH2:15][CH2:14][CH2:13][CH2:12]2)=[CH:6][CH:5]=[CH:4][N:3]=1 |f:2.3|. Procedure: 2-(2-Chloropyridin-3-yl)acetonitrile (0.280 g, 1.835 mmol) was dissolved in dry tetrahydrofuran (1.5 mL) under nitrogen and cooled in an ice bath. 1,4-Dibromobutane (0.220 ml, 1.842 mmol) was added followed by dropwise addition of sodium bis(trimethylsilyl)amide (1.0 M in tetrahydrofuran, 4.5 ml, 4.50 mmol). The mixture was stirred for 20 minutes then quenched by addition of saturated ammonium chloride (10 mL). Water (100 mL) and ethyl acetate (200 mL) were added and the phases mixed and separat... Product: CC(OCC1(c2ccc(F)cc2)CCN(C(=O)OC(C)(C)C)CC1)c1cc(Cl)cc2c(C3CC3)nn(COCC[Si](C)(C)C)c12. Reactants: CC(OCC1(c2ccc(F)cc2)CCN(C(=O)OC(C)(C)C)CC1)c1cc(Cl)cc2c(Br)nn(COCC[Si](C)(C)C)c12, OB(O)C1CC1, C1CCOC1, [Pd], c1ccc(P(c2ccccc2)c2ccccc2)cc1, c1ccc(P(c2ccccc2)c2ccccc2)cc1, c1ccc(P(c2ccccc2)c2ccccc2)cc1, c1ccc(P(c2ccccc2)c2ccccc2)cc1. Reaction SMILES: [Br:1][c:2]1[n:3][n:4]([CH2:36][O:37][CH2:38][CH2:39][Si:40]([CH3:41])([CH3:42])[CH3:43])[c:5]2[c:6]([CH:12]([CH3:13])[O:14][CH2:15][C:16]3([c:29]4[cH:30][cH:31][c:32]([F:35])[cH:33][cH:34]4)[CH2:17][CH2:18][N:19]([C:22](=[O:23])[O:24][C:25]([CH3:26])([CH3:27])[CH3:28])[CH2:20][CH2:21]3)[cH:7][c:8]([Cl:11])[cH:9][c:10]12.[CH:44]1([B:47]([OH:48])[OH:49])[CH2:45][CH2:46]1.[O:50]1[CH2:51][CH2:52][CH2:53][CH2:54]1.[Pd:55].[c:113]1([P:114]([c:115]2[cH:116][cH:117][cH:118][cH:119][cH:120]2)[c:121]2[cH:122][cH:123][cH:124][cH:125][cH:126]2)[cH:127][cH:128][cH:129][cH:130][cH:131]1.[c:56]1([P:57]([c:58]2[cH:59][cH:60][cH:61][cH:62][cH:63]2)[c:64]2[cH:65][cH:66][cH:67][cH:68][cH:69]2)[cH:70][cH:71][cH:72][cH:73][cH:74]1.[c:75]1([P:76]([c:77]2[cH:78][cH:79][cH:80][cH:81][cH:82]2)[c:83]2[cH:84][cH:85][cH:86][cH:87][cH:88]2)[cH:89][cH:90][cH:91][cH:92][cH:93]1.[c:94]1([P:95]([c:96]2[cH:97][cH:98][cH:99][cH:100][cH:101]2)[c:102]2[cH:103][cH:104][cH:105][cH:106][cH:107]2)[cH:108][cH:109][cH:110][cH:111][cH:112]1>>[c:2]1([CH:44]2[CH2:45][CH2:46]2)[n:3][n:4]([CH2:36][O:37][CH2:38][CH2:39][Si:40]([CH3:41])([CH3:42])[CH3:43])[c:5]2[c:6]([CH:12]([CH3:13])[O:14][CH2:15][C:16]3([c:29]4[cH:30][cH:31][c:32]([F:35])[cH:33][cH:34]4)[CH2:17][CH2:18][N:19]([C:22](=[O:23])[O:24][C:25]([CH3:26])([CH3:27])[CH3:28])[CH2:20][CH2:21]3)[cH:7][c:8]([Cl:11])[cH:9][c:10]12.